Dataset: the Open Reaction Database (ORD), a public repository of structured organic reaction records. Task: describe an organic reaction: reactants, conditions, products, and yield The reactants are CN1CCCC1=O, [Cu]I, [F-], C[Si](C)(C)C(F)(F)F, Brc1cnc(I)c(Br)c1, [K+], N. The product is FC(F)(F)c1ncc(Br)cc1Br. Reaction SMILES: [CH3:21][N:22]1[CH2:23][CH2:24][CH2:25][C:26]1=[O:27].[Cu:28][I:29].[F-:10].[F:12][C:13]([F:14])([F:15])[Si:16]([CH3:17])([CH3:18])[CH3:19].[I:1][c:2]1[n:3][cH:4][c:5]([Br:9])[cH:6][c:7]1[Br:8].[K+:11].[NH3:20]>>[c:2]1([C:13]([F:12])([F:14])[F:15])[n:3][cH:4][c:5]([Br:9])[cH:6][c:7]1[Br:8]. Reactants: C1CCNC1, CCCC1CCC(C2CCC(=O)CC2)CC1, Cc1ccccc1, O. The product is CCCC1CCC(C2CC=C(N3CCCC3)CC2)CC1. RXN SMILES: [CH2:17]1[CH2:18][CH2:19][NH:20][CH2:21]1.[CH2:1]([CH2:2][CH3:3])[CH:4]1[CH2:5][CH2:6][CH:7]([CH:10]2[CH2:11][CH2:12][C:13](=[O:16])[CH2:14][CH2:15]2)[CH2:8][CH2:9]1.[CH3:23][c:24]1[cH:25][cH:26][cH:27][cH:28][cH:29]1.[OH2:22]>>[CH2:1]([CH2:2][CH3:3])[CH:4]1[CH2:5][CH2:6][CH:7]([CH:10]2[CH2:11][CH:12]=[C:13]([N:20]3[CH2:19][CH2:18][CH2:17][CH2:21]3)[CH2:14][CH2:15]2)[CH2:8][CH2:9]1. Starting materials: C(C)(C)(C)OC(=O)N[C@H](C(=O)O)CC1CCC(CC1)C ((S)-2-(tert-butoxycarbonylamino)-3-(4-methylcyclohexyl)propanoic acid), C(CCl)Cl (EDC), C=1C=CC2=C(C1)N=NN2O (HOBT), CCN(C(C)C)C(C)C (DIEA), CN (methylamine), CCO (EtOH). Run in C(Cl)Cl (CH2Cl2). Run at time 21 hour. Yields the product CNC([C@H](CC1CCC(CC1)C)NC(OC(C)(C)C)=O)=O ((S)-tert-butyl 1-(methylamino)-3-(4-methylcyclohexyl)-1-oxopropan-2-ylcarbamate). Yield: 46.7%. RXN SMILES: [C:1]([O:5][C:6]([NH:8][C@@H:9]([CH2:13][CH:14]1[CH2:19][CH2:18][CH:17]([CH3:20])[CH2:16][CH2:15]1)[C:10](O)=[O:11])=[O:7])([CH3:4])([CH3:3])[CH3:2].C(Cl)CCl.C1C=CC2N(O)N=[N:31][C:29]=2C=1.CCN(C(C)C)C(C)C.CN.CCO>C(Cl)Cl>[CH3:29][NH:31][C:10](=[O:11])[C@@H:9]([NH:8][C:6](=[O:7])[O:5][C:1]([CH3:4])([CH3:3])[CH3:2])[CH2:13][CH:14]1[CH2:19][CH2:18][CH:17]([CH3:20])[CH2:16][CH2:15]1. Procedure details: A mixture of (S)-2-(tert-butoxycarbonylamino)-3-(4-methylcyclohexyl)propanoic acid (2.080 g, 7.29 mmol, 1.0 equiv), EDC (3.308 g, 2.37 equiv), HOBT (1.752 g, 1.78 equiv), DIEA (7.6 mL, 6 equiv) and 33% wt. methylamine in EtOH (2.771 g, 4 equiv) in CH2Cl2 (80 mL) was stirred at rt for 21 h. The solvents were removed in vacuo and 200 mL of 1 N HCl was added. The mixture was extracted three times with EtOAc, washed with brine, and dried over Na2SO4. After the solvents were removed in vacuo, the res... Reactants: NC1=NC(=CC=C1)N (2,6-diaminopyridine), CC(=O)CC(=O)C(F)(F)F (1,1,1-trifluoroacetylacetone). Yields the product NC1=NC2=NC(=CC(=C2C=C1)C)C(F)(F)F (2-amino-5-methyl-7-trifluoromethyl-1,8-naphthyridine), NC1=NC2=NC(=CC(=C2C=C1)C(F)(F)F)C (2-amino-5-trifluoromethyl-7-methyl-1,8-naphthyridine). As a reaction SMILES: [NH2:1][C:2]1[CH:7]=[CH:6][CH:5]=[C:4]([NH2:8])[N:3]=1.[CH3:9][C:10]([CH2:12][C:13]([C:15]([F:18])([F:17])[F:16])=O)=O>>[NH2:1][C:2]1[CH:7]=[CH:6][C:5]2[C:4](=[N:8][C:13]([C:15]([F:18])([F:17])[F:16])=[CH:12][C:10]=2[CH3:9])[N:3]=1.[NH2:1][C:2]1[CH:7]=[CH:6][C:5]2[C:4](=[N:8][C:10]([CH3:9])=[CH:12][C:13]=2[C:15]([F:18])([F:17])[F:16])[N:3]=1. Procedure: A process as claimed in claim 1 wherein 2,6-diaminopyridine is reacted with 1,1,1-trifluoroacetylacetone and the 2-amino-5-methyl-7-trifluoromethyl-1,8-naphthyridine and 2-amino-5-trifluoromethyl-7-methyl-1,8-naphthyridine thus obtained converted to the 2-oxo analogs by reaction with an alkali metal nitrite in the presence of trifluoroacetic acid or pentafluoropropionic acid to provide 5-methyl-7-trifluoromethyl-1,8-naphthyridin-2(1H)-one and 5-trifluoromethyl-7-methyl-1,8-naphthyridin-2(1H)-one... Starting materials: [C-]#N, CCOC(C)=O, COc1cc(C=O)c(F)cc1F, [K+], [Na+], O, O=S([O-])O. Yields the product COc1cc(C(O)C#N)c(F)cc1F. RXN SMILES: [C-:13]#[N:14].[CH3:21][CH2:22][O:23][C:24](=[O:25])[CH3:26].[F:1][c:2]1[c:3]([CH:4]=[O:5])[cH:6][c:7]([O:11][CH3:12])[c:8]([F:10])[cH:9]1.[K+:15].[Na+:20].[OH2:27].[S:16](=[O:17])([OH:18])[O-:19]>>[F:1][c:2]1[c:3]([CH:4]([OH:5])[C:13]#[N:14])[cH:6][c:7]([O:11][CH3:12])[c:8]([F:10])[cH:9]1.